This data is from the Open Reaction Database (ORD), a public repository of structured organic reaction records. The task is: describe an organic reaction: reactants, conditions, products, and yield Starting materials: Cl.NCC(=O)OC (methyl glycinate hydrochloride), C=O (formaldehyde), CC1C(=C(C(=C1C)C)C)C (pentamethylcyclopentadiene), NCC(=O)OC (methyl glycinate). The solvent is C(C)(=O)O (acetic acid), O (water). Run at temperature 35 celsius, time 5 minute. The product is CC1(C(=C(C(=C1C)C)C)C)CNCC(=O)OC (N-[(1,2,3,4,5-pentamethyl-2,4-cyclopentadien-1yl)methyl]-glycine, methyl ester). Yield: 40.0%. RXN SMILES: Cl.[NH2:2][CH2:3][C:4]([O:6][CH3:7])=[O:5].C=O.[CH3:10][CH:11]1[C:15]([CH3:16])=[C:14]([CH3:17])[C:13]([CH3:18])=[C:12]1[CH3:19].N[CH2:21]C(OC)=O>C(O)(=O)C.O>[CH3:18][C:13]1([CH2:21][NH:2][CH2:3][C:4]([O:6][CH3:7])=[O:5])[C:12]([CH3:19])=[C:11]([CH3:10])[C:15]([CH3:16])=[C:14]1[CH3:17] |f:0.1|. Reported procedure: To a stirred mixture of methyl glycinate hydrochloride (6.28 g, 0.05 mole) in 30 mL of glacial acetic acid and 37% aqueous formaldehyde (4.1 g, 1.5 g real, 0.05 mole) is added pentamethylcyclopentadiene (6.81 g, 0.05 mole) after all of the solid methyl glycinate has dissolved. A light brown solution is initially obtained. The temperature is kept at 35° C. for five minutes with ice-bath cooling to control the exotherm. The color of the solution changes to light purple and the temperature is then ...